From a dataset of the Open Reaction Database (ORD), a public repository of structured organic reaction records. describe an organic reaction: reactants, conditions, products, and yield RXN SMILES: [CH3:1][C:2]1[CH:7]=[CH:6][C:5]2[O:8][CH2:9][C:10]([CH2:12][O:13][C:4]=2[CH:3]=1)=[O:11].[CH2:14]([N:16]1[C:28]2[CH:27]=[CH:26][C:25]([CH:29]=O)=[CH:24][C:23]=2[C:22]2[C:17]1=[CH:18][CH:19]=[CH:20][CH:21]=2)[CH3:15]>>[CH3:1][C:2]1[CH:7]=[CH:6][C:5]2[O:8][CH2:9][C:10](=[O:11])/[C:12](=[CH:29]/[C:25]3[CH:26]=[CH:27][C:28]4[N:16]([CH2:14][CH3:15])[C:17]5[C:22]([C:23]=4[CH:24]=3)=[CH:21][CH:20]=[CH:19][CH:18]=5)/[O:13][C:4]=2[CH:3]=1. Yields the product CC1=CC2=C(OCC(/C(/O2)=C/C=2C=CC=3N(C4=CC=CC=C4C3C2)CC)=O)C=C1 (7-methyl-4-[1-(9-ethyl-9H-carbazol-3-yl)meth-(Z)-ylidene]benzo[b]-1,4-dioxepin-3-one). Procedure: Calone is reacted with 9-ethylcarbazole-3-carbaldehyde analogously to the reaction conditions of Example 1, giving 7-methyl-4-[1-(9-ethyl-9H-carbazol-3-yl)meth-(Z)-ylidene]benzo[b]-1,4-dioxepin-3-one Starting materials: CC1=CC2=C(C=C1)OCC(=O)CO2 (Calone), C(C)N1C2=CC=CC=C2C=2C=C(C=CC12)C=O (9-ethylcarbazole-3-carbaldehyde). The reactants are O=C(Cl)CC1CC2CCC1C2, Nc1ccc(C(=O)O)cc1. Product: O=C(CC1CC2CCC1C2)Nc1ccc(C(=O)O)cc1. Reaction SMILES: [CH:11]12[CH:12]([CH2:18][C:19](=[O:20])[Cl:21])[CH2:13][CH:14]([CH2:15][CH2:16]1)[CH2:17]2.[NH2:1][c:2]1[cH:3][cH:4][c:5]([C:6](=[O:7])[OH:8])[cH:9][cH:10]1>>[NH:1]([c:2]1[cH:3][cH:4][c:5]([C:6](=[O:7])[OH:8])[cH:9][cH:10]1)[C:19]([CH2:18][CH:12]1[CH:11]2[CH2:16][CH2:15][CH:14]([CH2:13]1)[CH2:17]2)=[O:20]. Starting materials: ClCCl, CC(C)COC(=O)Cl, NCc1ccccc1Cl, O=C(O)c1cccnc1Oc1cccc(F)c1, O. Product: O=C(NCc1ccccc1Cl)c1cccnc1Oc1cccc(F)c1. As a reaction SMILES: [CH2:36]([Cl:37])[Cl:38].[Cl:18][C:19]([O:20][CH2:21][CH:22]([CH3:23])[CH3:24])=[O:25].[Cl:26][c:27]1[c:28]([CH2:29][NH2:30])[cH:31][cH:32][cH:33][cH:34]1.[F:1][c:2]1[cH:3][c:4]([O:5][c:6]2[c:7]([C:8](=[O:9])[OH:10])[cH:11][cH:12][cH:13][n:14]2)[cH:15][cH:16][cH:17]1.[OH2:35]>>[F:1][c:2]1[cH:3][c:4]([O:5][c:6]2[c:7]([C:8](=[O:10])[NH:30][CH2:29][c:28]3[c:27]([Cl:26])[cH:34][cH:33][cH:32][cH:31]3)[cH:11][cH:12][cH:13][n:14]2)[cH:15][cH:16][cH:17]1. Starting materials: S1C(=S)NC(=O)C1 (rhodanine), OC=1C=C(C=O)C=C(C1O)C#N (3,4-dihydroxy-5-cyanobenzaldehyde), N1CCCCC1 (piperidine). The solvent is C(C)(=O)O (acetic acid). Conditions: temperature 100 celsius. The product is OC=1C=C(C=C(C1O)C#N)C=C1C(NC(S1)=S)=O (5-[(3,4-Dihydroxy-5-cyanophenyl)methylidene]-2-thioxothiazolidin-4-one). Reaction SMILES: [S:1]1[CH2:7][C:5](=[O:6])[NH:4][C:2]1=[S:3].[OH:8][C:9]1[CH:10]=[C:11]([CH:14]=[C:15]([C:18]#[N:19])[C:16]=1[OH:17])[CH:12]=O.N1CCCCC1>C(O)(=O)C>[OH:8][C:9]1[CH:10]=[C:11]([CH:12]=[C:7]2[S:1][C:2](=[S:3])[NH:4][C:5]2=[O:6])[CH:14]=[C:15]([C:18]#[N:19])[C:16]=1[OH:17]. Procedure: A solution containing 0.61 g of rhodanine, 0.72 g of 3,4-dihydroxy-5-cyanobenzaldehyde and 0.1 ml of piperidine in 10 ml of acetic acid was heated for 4 h at 100° C. The product was filtered and washed with 2-propanol. Yield 0.35 g, mp >350° C.